Dataset: the Open Reaction Database (ORD), a public repository of structured organic reaction records. Task: describe an organic reaction: reactants, conditions, products, and yield The reactants are O (water), BrC1=C(C=NN(C1=O)CC(=O)OCC)N (Ethyl 2-(5-bromo-4-amino-6-oxopyridazin-1(6H)-yl)acetate), [H-].[Na+] (sodium hydride), C12(CC3CC(CC(C1)C3)C2)C(=O)Cl (adamantanecarbonyl chloride). Run in C(C)(=O)OCC (ethyl acetate), O1CCCC1 (tetrahydrofuran). Run at time 30 minute. The product is BrC1=C(C=NN(C1=O)CC(=O)O)NC(=O)C12CC3CC(CC(C1)C3)C2 (2-(5-Bromo-4-adamantanecarboxamido-6-oxopyridazin-1(6H)-yl)acetic Acid). RXN SMILES: [Br:1][C:2]1[C:7](=[O:8])[N:6]([CH2:9][C:10]([O:12]CC)=[O:11])[N:5]=[CH:4][C:3]=1[NH2:15].[H-].[Na+].[C:18]12([C:28](Cl)=[O:29])[CH2:27][CH:22]3[CH2:23][CH:24]([CH2:26][CH:20]([CH2:21]3)[CH2:19]1)[CH2:25]2.O>O1CCCC1.C(OCC)(=O)C>[Br:1][C:2]1[C:7](=[O:8])[N:6]([CH2:9][C:10]([OH:12])=[O:11])[N:5]=[CH:4][C:3]=1[NH:15][C:28]([C:18]12[CH2:27][CH:22]3[CH2:21][CH:20]([CH2:26][CH:24]([CH2:23]3)[CH2:25]1)[CH2:19]2)=[O:29] |f:1.2|. Procedure details: Ethyl 2-(5-bromo-4-amino-6-oxopyridazin-1(6H)-yl)acetate (100 mg, 0.362 mmol) in tetrahydrofuran (2 mL) was mixed with sodium hydride (58 mg, 1.46 mmol) and adamantanecarbonyl chloride (144 mg, 0.724 mmol) at room temperature and stirred at room temperature for 30 minutes. After completion of the reaction, the reaction solution was mixed with water and ethyl acetate and extracted with 1 M aqueous sodium hydroxide. The aqueous layer was acidified to pH 1 with 1 M hydrochloric acid and extracted w... Reactants: Cl.OC1CC2C(CNC2)C1 (octahydro-5-hydroxycyclopenta[c]pyrrol hydrochloride), FC1=C(C=C(C=C1)[N+](=O)[O-])F (1,2-difluoro-4-nitrobenzene), C(C)(C)N(C(C)C)CC (N,N-diisopropylethylamine). Run in C(C)#N (acetonitrile). The product is FC1=C(C=CC(=C1)[N+](=O)[O-])N1CC2C(C1)CC(C2)O (2-(2-fluoro-4-nitrophenyl)-octahydro-5-hydroxycyclopenta[c]pyrrol). RXN SMILES: Cl.[OH:2][CH:3]1[CH2:10][CH:6]2[CH2:7][NH:8][CH2:9][CH:5]2[CH2:4]1.F[C:12]1[CH:17]=[CH:16][C:15]([N+:18]([O-:20])=[O:19])=[CH:14][C:13]=1[F:21].C(N(CC)C(C)C)(C)C>C(#N)C>[F:21][C:13]1[CH:14]=[C:15]([N+:18]([O-:20])=[O:19])[CH:16]=[CH:17][C:12]=1[N:8]1[CH2:9][CH:5]2[CH2:4][CH:3]([OH:2])[CH2:10][CH:6]2[CH2:7]1 |f:0.1|. Reported procedure: The octahydro-5-hydroxycyclopenta[c]pyrrol hydrochloride (44.4 mmol) prepared in the step 1 was dissolved in 100 ml of acetonitrile, and 4.91 ml (44.4 mmol) of 1,2-difluoro-4-nitrobenzene and 23.20 ml (133.2 mmol) of N,N-diisopropylethylamine were added, and the mixture was heat to reflux for 6 hours. After the reaction was completed, the temperature was lowered to room temperature, and the mixture was concentrated under reduced pressure to remove the solvent. The solvent-free concentrate was di... Reactants: FC=1C=C(C=C(C1)F)CC(=O)N[C@@H](C)C(=O)O (N-(3,5-difluorophenylacetyl)-L-alanine), solid, NC(C(=O)OC)C1=CC(=CC=C1)C(F)(F)F (methyl 2-amino-2-(3-trifluoromethylphenyl)acetate). Yields the product FC=1C=C(C=C(C1)F)CC(=O)N[C@@H](C)C(=O)NC(C(=O)OC)C1=CC(=CC=C1)C(F)(F)F (Methyl N-[N-(3,5-Difluorophenylacetyl)-L-alaninyl]-2-amino-2-(3-trifluoromethylphenyl)acetate). Reaction SMILES: [F:1][C:2]1[CH:3]=[C:4]([CH2:9][C:10]([NH:12][C@H:13]([C:15]([OH:17])=O)[CH3:14])=[O:11])[CH:5]=[C:6]([F:8])[CH:7]=1.[NH2:18][CH:19]([C:24]1[CH:29]=[CH:28][CH:27]=[C:26]([C:30]([F:33])([F:32])[F:31])[CH:25]=1)[C:20]([O:22][CH3:23])=[O:21]>>[F:8][C:6]1[CH:5]=[C:4]([CH2:9][C:10]([NH:12][C@H:13]([C:15]([NH:18][CH:19]([C:24]2[CH:29]=[CH:28][CH:27]=[C:26]([C:30]([F:31])([F:32])[F:33])[CH:25]=2)[C:20]([O:22][CH3:23])=[O:21])=[O:17])[CH3:14])=[O:11])[CH:3]=[C:2]([F:1])[CH:7]=1. Procedure: Following General Procedure C and using N-(3,5-difluorophenylacetyl)-L-alanine (from Example B2 above) and methyl 2-amino-2-(3-trifluoromethylphenyl)acetate (prepared from 2-(hydroxyimino)-2-(3-trifluoromethylphenyl)acetic acid [CAS 179811-81-5] using General Procedures G and R above), the title compound was prepared as a solid (mp=133-134° C.). The product was purified by tituration from EtOAc/hexanes. Starting materials: CCB(CC)CC, Cc1ccccc1, CCCCCC, COc1ccc2nccc(Cl)c2c1, [Na+], [Na+], O=C([O-])[O-], [Pd], c1ccc(P(c2ccccc2)(c2ccccc2)[Pd](P(c2ccccc2)(c2ccccc2)c2ccccc2)(P(c2ccccc2)(c2ccccc2)c2ccccc2)P(c2ccccc2)(c2ccccc2)c2ccccc2)cc1. Product: CCc1ccnc2ccc(OC)cc12. RXN SMILES: [CH2:20]([CH3:21])[B:22]([CH2:23][CH3:24])[CH2:25][CH3:26].[CH3:111][c:112]1[cH:113][cH:114][cH:115][cH:116][cH:117]1.[CH3:27][CH2:28][CH2:29][CH2:30][CH2:31][CH3:32].[Cl:7][c:8]1[cH:9][cH:10][n:11][c:12]2[cH:13][cH:14][c:15]([O:18][CH3:19])[cH:16][c:17]12.[Na+:1].[Na+:2].[O-:3][C:4](=[O:5])[O-:6].[Pd:33].[cH:34]1[cH:35][cH:36][c:37]([P:38]([Pd:39]([P:40]([c:41]2[cH:42][cH:43][cH:44][cH:45][cH:46]2)([c:47]2[cH:48][cH:49][cH:50][cH:51][cH:52]2)[c:53]2[cH:54][cH:55][cH:56][cH:57][cH:58]2)([P:59]([c:60]2[cH:61][cH:62][cH:63][cH:64][cH:65]2)([c:66]2[cH:67][cH:68][cH:69][cH:70][cH:71]2)[c:72]2[cH:73][cH:74][cH:75][cH:76][cH:77]2)[P:78]([c:79]2[cH:80][cH:81][cH:82][cH:83][cH:84]2)([c:85]2[cH:86][cH:87][cH:88][cH:89][cH:90]2)[c:91]2[cH:92][cH:93][cH:94][cH:95][cH:96]2)([c:97]2[cH:98][cH:99][cH:100][cH:101][cH:102]2)[c:103]2[cH:104][cH:105][cH:106][cH:107][cH:108]2)[cH:109][cH:110]1>>[c:8]1([CH2:20][CH3:21])[cH:9][cH:10][n:11][c:12]2[cH:13][cH:14][c:15]([O:18][CH3:19])[cH:16][c:17]12. RXN SMILES: [CH3:1][CH:2]([CH2:3][N:4]([CH:5]1[CH2:6][CH2:7][NH:8][CH2:9][CH2:10]1)[C:11](=[O:12])[c:13]1[c:14]([Cl:19])[s:15][c:16]([Cl:18])[cH:17]1)[CH3:20].[CH3:21][N:22]([CH3:23])[CH2:24][CH2:25][N:26]([CH3:27])[CH3:28].[O:29]1[CH2:30][CH2:31][CH2:32][CH2:33]1>>[CH3:1][CH:2]([CH2:3][N:4]([CH:5]1[CH2:6][CH2:7][NH:8][CH2:9][CH2:10]1)[CH2:11][c:13]1[c:14]([Cl:19])[s:15][c:16]([Cl:18])[cH:17]1)[CH3:20]. The product is CC(C)CN(Cc1cc(Cl)sc1Cl)C1CCNCC1. The reactants are CC(C)CN(C(=O)c1cc(Cl)sc1Cl)C1CCNCC1, CN(C)CCN(C)C, C1CCOC1. Starting materials: OC1=C(C(=O)OCC)C=CC=C1 (ethyl hydroxybenzoate), [OH-].[K+] (potassium hydroxide), CN(C=O)C (dimethylformamide), S(=O)(=O)(C1=CC=C(C)C=C1)OCC1(COC1)CC (3-((tosyloxy)methyl)-3-ethyloxetane). Run in C1(=CC=CC=C1)C (toluene), O (Water). Run at temperature 70 celsius, time 1 hour. Product: C(C)C1(COC1)COC1=CC=C(C(=O)O)C=C1 (4-(3-ethyloxetane-3-ylmethoxy)benzoic acid). The yield is 84.4%. As a reaction SMILES: O[C:2]1[CH:12]=[CH:11][CH:10]=[CH:9][C:3]=1[C:4]([O:6]CC)=[O:5].[OH-].[K+].CN(C)C=O.S([O:30][CH2:31][C:32]1([CH2:36][CH3:37])[CH2:35][O:34][CH2:33]1)(C1C=CC(C)=CC=1)(=O)=O>C1(C)C=CC=CC=1.O>[CH2:36]([C:32]1([CH2:31][O:30][C:11]2[CH:12]=[CH:2][C:3]([C:4]([OH:6])=[O:5])=[CH:9][CH:10]=2)[CH2:35][O:34][CH2:33]1)[CH3:37] |f:1.2|. Procedure: 50 g of ethyl hydroxybenzoate and 21 g of potassium hydroxide were added to 400 mL of dimethylformamide, and stirred at 70° C. for 1 hour. After decreasing the temperature to 45° C., 100 g of 3-((tosyloxy)methyl)-3-ethyloxetane was added dropwise thereto, and then stirred at 45° C. for 3 hours. Water and toluene were added thereto, and the toluene layer was separated. The toluene layer was washed with 3% hydrochloric acid, a saturated sodium carbonate solution and water, and then toluene was dis... The reactants are FC(C(C(F)(F)F)(O)C1=CC(=C(OCC(=O)OCC)C(=C1)C)C)(F)F (ethyl 2-[4-(hexafluoro-2-hydroxy-2-propyl)-2,6-dimethylphenoxy]acetate), [OH-].[Na+] (NaOH), Cl (HCl). Reaction conditions: time 16 hour. Product: FC(C(C(F)(F)F)(O)C1=CC(=C(OCC(=O)O)C(=C1)C)C)(F)F (2-[4-(hexafluoro-2-hydroxy-2-propyl)-2,6-dimethylphenoxy]acetic acid). Reaction SMILES: [F:1][C:2]([F:25])([F:24])[C:3]([C:9]1[CH:21]=[C:20]([CH3:22])[C:12]([O:13][CH2:14][C:15]([O:17]CC)=[O:16])=[C:11]([CH3:23])[CH:10]=1)([OH:8])[C:4]([F:7])([F:6])[F:5].[OH-].[Na+].Cl>>[F:1][C:2]([F:24])([F:25])[C:3]([C:9]1[CH:21]=[C:20]([CH3:22])[C:12]([O:13][CH2:14][C:15]([OH:17])=[O:16])=[C:11]([CH3:23])[CH:10]=1)([OH:8])[C:4]([F:5])([F:7])[F:6] |f:1.2|. Procedure details: Stir together for 16 hours a mixture of ethyl 2-[4-(hexafluoro-2-hydroxy-2-propyl)-2,6-dimethylphenoxy]acetate (7.1 g=19 mmol) and 125 ml 1.0 N NaOH. Acidify with concentrated HCl and extract with ether. Dry and concentrate the ether. Recrystallize from ether-hexane to obtain, as white crystals, 2-[4-(hexafluoro-2-hydroxy-2-propyl)-2,6-dimethylphenoxy]acetic acid, m.p. 118°-120° C.